Dataset: the Open Reaction Database (ORD), a public repository of structured organic reaction records. Task: describe an organic reaction: reactants, conditions, products, and yield The reactants are Cc1ccc(NC2CCN(C(=O)OC(C)(C)C)CC2)c([N+](=O)[O-])c1, C1CCOC1, CO. Yields the product Cc1ccc(NC2CCN(C(=O)OC(C)(C)C)CC2)c(N)c1. As a reaction SMILES: [C:1]([CH3:2])([CH3:3])([CH3:4])[O:5][C:6](=[O:7])[N:8]1[CH2:9][CH2:10][CH:11]([NH:14][c:15]2[c:16]([N+:22]([O-:23])=[O:24])[cH:17][c:18]([CH3:21])[cH:19][cH:20]2)[CH2:12][CH2:13]1.[CH2:25]1[O:26][CH2:27][CH2:28][CH2:29]1.[CH3:30][OH:31]>>[C:1]([CH3:2])([CH3:3])([CH3:4])[O:5][C:6](=[O:7])[N:8]1[CH2:9][CH2:10][CH:11]([NH:14][c:15]2[c:16]([NH2:22])[cH:17][c:18]([CH3:21])[cH:19][cH:20]2)[CH2:12][CH2:13]1. Starting materials: CC(C)(C)OC(=O)n1cc(C(=O)C2CSC(c3cccnc3)N2)c2ccccc21, CN(C)C(=O)n1cc(C(=O)C2CSC(c3cccnc3)N2)c2ccccc21. The product is CC(=O)N1C(C(=O)c2cn(C(=O)N(C)C)c3ccccc23)CSC1c1cccnc1. As a reaction SMILES: [C:28]([CH3:29])([O:32][C:30]([n:31]1[c:33]2[c:34]([cH:35][cH:36][cH:37][cH:38]2)[c:39]([C:40]([CH:41]2[CH2:42][S:43][CH:44]([c:45]3[cH:46][n:47][cH:48][cH:49][cH:50]3)[NH:51]2)=[O:52])[cH:53]1)=[O:54])([CH3:55])[CH3:56].[CH3:1][N:2]([C:3](=[O:4])[n:5]1[cH:6][c:7]([C:14](=[O:15])[CH:16]2[NH:17][CH:18]([c:21]3[cH:22][n:23][cH:24][cH:25][cH:26]3)[S:19][CH2:20]2)[c:8]2[cH:9][cH:10][cH:11][cH:12][c:13]12)[CH3:27]>>[CH3:1][N:2]([C:3](=[O:4])[n:5]1[cH:6][c:7]([C:14](=[O:15])[CH:16]2[N:17]([C:28]([CH3:29])=[O:32])[CH:18]([c:21]3[cH:22][n:23][cH:24][cH:25][cH:26]3)[S:19][CH2:20]2)[c:8]2[cH:9][cH:10][cH:11][cH:12][c:13]12)[CH3:27]. Reactants: N1C2=C(SCC1=S)N=CC=C2 (1H-Pyrido[2,3-b][1,4]thiazin-2(3H)-thione). Run in C(C)(C)N (isopropylamine). Conditions: time 45 minute. Yields the product C(C)(C)NC1=NC2=C(SC1)N=CC=C2 (2-Isopropylamino-3H-Pyrido[2,3-b][1,4]thiazine). As a reaction SMILES: [NH:1]1[C:6](=S)[CH2:5][S:4][C:3]2[N:8]=[CH:9][CH:10]=[CH:11][C:2]1=2>C(N)(C)C>[CH:2]([NH:1][C:6]1[CH2:5][S:4][C:3]2[N:8]=[CH:9][CH:10]=[CH:11][C:2]=2[N:1]=1)([CH3:11])[CH3:3]. Procedure: 1H-Pyrido[2,3-b][1,4]thiazin-2(3H)-thione (0.5 g) was dissolved in 10 ml of isopropylamine and allowed to stand for 45 min at room temperature. Then the excess of the amine was removed in vacuum and the solid residue was dissolved in 25 ml of ethyl acetate I methanol (4:1), treated with charcoal and filtered through a pad of silica. The filter was eluted with 2×10 ml of ethyl acetate/methanol (4:1). The filtrate was evaporated and the slowly crystallizing residue was triturated with 5 ml of ethy... The reactants are CN1CCc2cccc(Cl)c2CC1, O=[N+]([O-])O, O=S(=O)(O)O. Product: CN1CCc2c(Cl)ccc([N+](=O)[O-])c2CC1. Reaction SMILES: [Cl:1][c:2]1[cH:3][cH:4][cH:5][c:6]2[c:12]1[CH2:11][CH2:10][N:9]([CH3:13])[CH2:8][CH2:7]2.[OH:14][N+:15]([O-:16])=[O:17].[S:18](=[O:19])(=[O:20])([OH:21])[OH:22]>>[Cl:1][c:2]1[cH:3][cH:4][c:5]([N+:15](=[O:14])[O-:16])[c:6]2[c:12]1[CH2:11][CH2:10][N:9]([CH3:13])[CH2:8][CH2:7]2. Reactants: BrC=1C=CC2=C(C=3N(CCO2)C(=C(N3)C(=O)N)CNC3COC3)C1 (10-bromo-3-((oxetan-3-ylamino)methyl)-5,6-dihydrobenzo[f]imidazo[1,2-d][1,4]oxazepine-2-carb oxamide), CC(C)(C#C)O (2-methylbut-3-yn-2-ol), BrC=1C=CC2=C(C=3N(CCO2)C(=C(N3)C(=O)N)CN3CCCC3)C1 (10-bromo-3-(pyrrolidin-1-ylmethyl)-5,6-dihydrobenzo[f]imidazo[1,2-d][1,4]oxazepine-2-carboxamide), NC1COC1 (3-aminooxetane). Product: OC(C#CC=1C=CC2=C(C=3N(CCO2)C(=C(N3)C(=O)N)CNC3COC3)C1)(C)C (10-(3-hydroxy-3-methylbut-1-yn-1-yl)-3-((oxetan-3-ylamino)methyl)-5,6-dihydrobenzo[f]imidazo[1,2-d][1,4]oxazepine-2-carboxamide). The yield is 17.0%. Reaction SMILES: Br[C:2]1[CH:3]=[CH:4][C:5]2[O:11][CH2:10][CH2:9][N:8]3[C:12]([CH2:18][NH:19][CH:20]4[CH2:23][O:22][CH2:21]4)=[C:13]([C:15]([NH2:17])=[O:16])[N:14]=[C:7]3[C:6]=2[CH:24]=1.BrC1C=CC2OCCN3C(CN4CCCC4)=C(C(N)=O)N=C3C=2C=1.NC1COC1.[CH3:54][C:55]([OH:59])([C:57]#[CH:58])[CH3:56]>>[OH:59][C:55]([CH3:56])([CH3:54])[C:57]#[C:58][C:2]1[CH:3]=[CH:4][C:5]2[O:11][CH2:10][CH2:9][N:8]3[C:12]([CH2:18][NH:19][CH:20]4[CH2:21][O:22][CH2:23]4)=[C:13]([C:15]([NH2:17])=[O:16])[N:14]=[C:7]3[C:6]=2[CH:24]=1. Reported procedure: Similar to as described in General Procedure G, 10-bromo-3-((oxetan-3-ylamino)methyl)-5,6-dihydrobenzo[f]imidazo[1,2-d][1,4]oxazepine-2-carb oxamide (prepared similarly as described in the synthesis of 10-bromo-3-(pyrrolidin-1-ylmethyl)-5,6-dihydrobenzo[f]imidazo[1,2-d][1,4]oxazepine-2-carboxamide replacing pyrrolidine with 3-aminooxetane) was reacted with 2-methylbut-3-yn-2-ol to give the titled compound as a brown solid (17 mg, 17%). Starting materials: O (water), ClC(COC(NC=1N(N=C(C1)C(CF)(C)CF)C1=CC=C(C=C1)C)=O)(Cl)Cl ([5-(2-fluoro-1-fluoromethyl-1-methyl-ethyl)-2-p-tolyl-2H-pyrazol-3-yl]-carbamic acid 2,2,2-trichloro-ethyl ester), CCN(C(C)C)C(C)C (DIEA), C(C)(C)(C)OC(=O)N1CCN(CC1)C1=NC(=C(C=C1)N)C (4-(5-amino-6-methyl-pyridin-2-yl)-piperazine-1-carboxylic acid tert-butyl ester). Solvent: CS(=O)C (DMSO). Run at temperature 85 celsius, time 8 hour. The product is C(C)(C)(C)OC(=O)N1CCN(CC1)C1=NC(=C(C=C1)NC(=O)NC=1N(N=C(C1)C(CF)(C)CF)C1=CC=C(C=C1)C)C (4-(5-{3-[5-(2-fluoro-1-fluoromethyl-1-methyl-ethyl)-2-p-tolyl-2H-pyrazol-3-yl]-ureido}-6-methyl-pyridin-2-yl)-piperazine-1-carboxylic acid tert-butyl ester). Reaction SMILES: ClC(Cl)(Cl)C[O:4][C:5](=O)[NH:6][C:7]1[N:8]([C:18]2[CH:23]=[CH:22][C:21]([CH3:24])=[CH:20][CH:19]=2)[N:9]=[C:10]([C:12]([CH2:16][F:17])([CH3:15])[CH2:13][F:14])[CH:11]=1.CCN(C(C)C)C(C)C.[C:37]([O:41][C:42]([N:44]1[CH2:49][CH2:48][N:47]([C:50]2[CH:55]=[CH:54][C:53]([NH2:56])=[C:52]([CH3:57])[N:51]=2)[CH2:46][CH2:45]1)=[O:43])([CH3:40])([CH3:39])[CH3:38].O>CS(C)=O>[C:37]([O:41][C:42]([N:44]1[CH2:49][CH2:48][N:47]([C:50]2[CH:55]=[CH:54][C:53]([NH:56][C:5]([NH:6][C:7]3[N:8]([C:18]4[CH:23]=[CH:22][C:21]([CH3:24])=[CH:20][CH:19]=4)[N:9]=[C:10]([C:12]([CH2:13][F:14])([CH3:15])[CH2:16][F:17])[CH:11]=3)=[O:4])=[C:52]([CH3:57])[N:51]=2)[CH2:46][CH2:45]1)=[O:43])([CH3:40])([CH3:39])[CH3:38]. Procedure: Add [5-(2-fluoro-1-fluoromethyl-1-methyl-ethyl)-2-p-tolyl-2H-pyrazol-3-yl]-carbamic acid 2,2,2-trichloro-ethyl ester (2.7 mmol, 1.2 g) and DIEA (2.9 mmol, 0.5 mL) over a solution of 4-(5-amino-6-methyl-pyridin-2-yl)-piperazine-1-carboxylic acid tert-butyl ester (2.9 mmol, 0.9 g) in 4 mL of DMSO and stir at 85° C. overnight. Cool down, add water and extract with CH2Cl2. Combine the organic layers and wash with saturated aq. sodium chloride solution. Dry over sodium sulfate, filter, and concentrat... Reactants: CO (MeOH), N[C@@H](CO)CC ((R)-(−)-2-aminobutan-1-ol), CCCCCC (hexane), C(C1=CC=CC=C1)(C1=CC=CC=C1)(C1=CC=CC=C1)Cl (trityl chloride). The solvent is C(Cl)Cl (CH2Cl2). Conditions: time 48 hour. The product is C(C1=CC=CC=C1)(C1=CC=CC=C1)(C1=CC=CC=C1)N[C@@H](CO)CC ((R)-2-(Trityl-amino)-butan-1-ol). Yield: 86.1%. As a reaction SMILES: [NH2:1][C@H:2]([CH2:5][CH3:6])[CH2:3][OH:4].[C:7](Cl)([C:20]1[CH:25]=[CH:24][CH:23]=[CH:22][CH:21]=1)([C:14]1[CH:19]=[CH:18][CH:17]=[CH:16][CH:15]=1)[C:8]1[CH:13]=[CH:12][CH:11]=[CH:10][CH:9]=1.CCCCCC.CO>C(Cl)Cl>[C:7]([NH:1][C@H:2]([CH2:5][CH3:6])[CH2:3][OH:4])([C:8]1[CH:13]=[CH:12][CH:11]=[CH:10][CH:9]=1)([C:20]1[CH:21]=[CH:22][CH:23]=[CH:24][CH:25]=1)[C:14]1[CH:15]=[CH:16][CH:17]=[CH:18][CH:19]=1. Procedure details: To a stirred solution of (R)-(−)-2-aminobutan-1-ol (10 g, 112.18 mmol) in CH2Cl2 (500 mL) under Ar at RT, was added Pri2NEt (30 mL, 172.22 mmol) followed by trityl chloride (35.4 mL, 126.98 mmol). The reaction mixture was stirred at RT for 48 h, when TLC (55:40:5 hexane/Et20/MeOH) indicated that the reaction had gone to completion. The solvent was evaporated in vacuo and the residue precipitated from Me2CO (50 mL) with hexane (900 mL) with stirring, the precipitate was removed by filtration and ... Reactants: C[Si](C)(C)CCl, CO, CNCCN(CCNC(=O)CN1CCCC1=O)C(C)C, [Na+], [OH-]. Yields the product CC(C)N(CCNC(=O)CN1CCCC1=O)CCN(C)C[Si](C)(C)C. Reaction SMILES: [CH3:21][Si:22]([CH3:23])([CH3:24])[CH2:25][Cl:26].[CH3:29][OH:30].[CH:1]([CH3:2])([CH3:3])[N:4]([CH2:5][CH2:6][NH:7][C:8]([CH2:9][N:10]1[C:11](=[O:15])[CH2:12][CH2:13][CH2:14]1)=[O:16])[CH2:17][CH2:18][NH:19][CH3:20].[Na+:28].[OH-:27]>>[CH:1]([CH3:2])([CH3:3])[N:4]([CH2:5][CH2:6][NH:7][C:8]([CH2:9][N:10]1[C:11](=[O:15])[CH2:12][CH2:13][CH2:14]1)=[O:16])[CH2:17][CH2:18][N:19]([CH3:20])[CH2:25][Si:22]([CH3:21])([CH3:23])[CH3:24]. Reactants: C(C)(C)(C)OC(=O)N1C[C@H]([C@@H](CC1)C1=CC(=C(C=2C=COC21)F)F)C (trans-1-(tert-butoxycarbonyl)-3-methyl-4-(4,5-difluorobenzofur-7-yl)piperidine), Cl (hydrochloric acid). Run in O1CCOCC1 (dioxane). The product is Cl.C[C@@H]1CNCC[C@H]1C1=CC(=C(C=2C=COC21)F)F (trans-3-methyl-4-(4,5-difluorobenzofur-7-yl)piperidine hydrochloride). RXN SMILES: C(OC([N:8]1[CH2:13][CH2:12][C@@H:11]([C:14]2[C:22]3[O:21][CH:20]=[CH:19][C:18]=3[C:17]([F:23])=[C:16]([F:24])[CH:15]=2)[C@H:10]([CH3:25])[CH2:9]1)=O)(C)(C)C.[ClH:26]>O1CCOCC1>[ClH:26].[CH3:25][C@H:10]1[C@H:11]([C:14]2[C:22]3[O:21][CH:20]=[CH:19][C:18]=3[C:17]([F:23])=[C:16]([F:24])[CH:15]=2)[CH2:12][CH2:13][NH:8][CH2:9]1 |f:3.4|. Reported procedure: The title compound was prepared by treating trans-1-(tert-butoxycarbonyl)-3-methyl-4-(4,5-difluorobenzofur-7-yl)piperidine with 4N hydrochloric acid in dioxane essentially as described for the cis-isomer.